This data is from the Open Reaction Database (ORD), a public repository of structured organic reaction records. The task is: describe an organic reaction: reactants, conditions, products, and yield Starting materials: BrC1=CC=C2C(=NNC2=C1)C=O (6-bromo-1H-indazole-3-carbaldehyde), C(C)(=O)O (acetic acid), CNC (dimethylamine), C(C)(=O)O[BH-](OC(C)=O)OC(C)=O.[Na+] (sodium triacetoxyborohydride). Solvent: C1CCOC1 (THF), C1CCOC1 (THF). Reaction conditions: time 2 hour. Product: BrC1=CC=C2C(=NNC2=C1)CN(C)C (1-(6-bromo-1H-indazol-3-yl)-N,N-dimethylmethanamine). As a reaction SMILES: [Br:1][C:2]1[CH:10]=[C:9]2[C:5]([C:6]([CH:11]=O)=[N:7][NH:8]2)=[CH:4][CH:3]=1.C(O)(=O)C.[CH3:17][NH:18][CH3:19].C(O[BH-](OC(=O)C)OC(=O)C)(=O)C.[Na+]>C1COCC1>[Br:1][C:2]1[CH:10]=[C:9]2[C:5]([C:6]([CH2:11][N:18]([CH3:19])[CH3:17])=[N:7][NH:8]2)=[CH:4][CH:3]=1 |f:3.4|. Procedure: To a solution of 6-bromo-1H-indazole-3-carbaldehyde (300 mg, 1.33 mmol) in THF (1 mL) was added acetic acid (0.11 mL, 2 mmol), 2M dimethylamine in THF (1.33 mL, 2.66 mmol) and sodium triacetoxyborohydride (283 mg, 1.33 mmol). The reaction was stirred at RT for 2 hr then allowed to stand at RT for 18 hr. The mixture was concentrated in vacuo, then diluted with EtOAc (50 mL) and washed with 1M aqueous NaHCO3 (10 mL). The organic layer was washed with brine (5 mL), followed by water (5 mL). The org... Starting materials: BrCC1=CC(=CC=C1)C#N (alpha-bromo-m-tolunitrile), C(C)(C)(C)C=1C=C(C=C(C1)C(C)(C)C)O (3,5-di-t-butylphenol). Yields the product C(C)(C)(C)C=1C=C(OCC=2C=C(C=CC2)C#N)C=C(C1)C(C)(C)C (3-(3,5-di-t-butylphenoxymethyl)-1-benzenecarbonitrile). As a reaction SMILES: Br[CH2:2][C:3]1[CH:8]=[CH:7][CH:6]=[C:5]([C:9]#[N:10])[CH:4]=1.[C:11]([C:15]1[CH:16]=[C:17]([OH:25])[CH:18]=[C:19]([C:21]([CH3:24])([CH3:23])[CH3:22])[CH:20]=1)([CH3:14])([CH3:13])[CH3:12]>>[C:21]([C:19]1[CH:18]=[C:17]([CH:16]=[C:15]([C:11]([CH3:14])([CH3:13])[CH3:12])[CH:20]=1)[O:25][CH2:2][C:3]1[CH:4]=[C:5]([C:9]#[N:10])[CH:6]=[CH:7][CH:8]=1)([CH3:24])([CH3:23])[CH3:22]. Reported procedure: Using the method of Example 1, 20.6 g (0.10 mole) of alpha-bromo-m-tolunitrile was reacted with 3,5-di-t-butylphenol to give white crystalline 3-(3,5-di-t-butylphenoxymethyl)-1-benzenecarbonitrile. Analysis: Calculated for C22H27NO: %C 82.2; %H, 8.4; %N, 4.4; Found: %C, 82.2; H, 8.5; %N, 4.1. Reactants: C(#N)C[C@@H]1CC[C@H](CC1)CNC(OC(C)(C)C)=O (tert-butyl (trans-4-(cyanomethyl)cyclohexyl)methylcarbamate), FC(C(=O)O)(F)F (trifluoroacetic acid). Solvent: ClCCl (dichloromethane). Run at time 1 hour. Yields the product NC[C@@H]1CC[C@H](CC1)CC#N (2-(trans-4-(aminomethyl)cyclohexyl)acetonitrile). Reaction SMILES: [C:1]([CH2:3][C@H:4]1[CH2:9][CH2:8][C@H:7]([CH2:10][NH:11]C(=O)OC(C)(C)C)[CH2:6][CH2:5]1)#[N:2].FC(F)(F)C(O)=O>ClCCl>[NH2:11][CH2:10][C@H:7]1[CH2:8][CH2:9][C@H:4]([CH2:3][C:1]#[N:2])[CH2:5][CH2:6]1. Procedure: To a solution of tert-butyl (trans-4-(cyanomethyl)cyclohexyl)methylcarbamate (500 mg) in dichloromethane (5 mL) was slowly added trifluoroacetic acid (3 mL) at 0° C. The mixture was warmed to room temperature, stirred for 1 hour and concentrated. The residue was dried under vacuum to provide the title compound. Reactants: epoxide, C(Br)C1CO1 (epibromohydrin), C(CCCCCCC\C=C/C\C=C/CCCCC)O (linoleyl alcohol), B(F)(F)F.CCOCC (BF3.Et2O). Run in C(Cl)Cl (DCM). Run at temperature 40 celsius, time 3 hour. Product: OC(CBr)COCCCCCCCC\C=C/C\C=C/CCCCC (2-Hydroxy-3-linoleyloxypropylbromide). RXN SMILES: [CH2:1]([CH:3]1[O:5][CH2:4]1)[Br:2].[CH2:6]([OH:24])[CH2:7][CH2:8][CH2:9][CH2:10][CH2:11][CH2:12][CH2:13]/[CH:14]=[CH:15]\[CH2:16]/[CH:17]=[CH:18]\[CH2:19][CH2:20][CH2:21][CH2:22][CH3:23].B(F)(F)F.CCOCC>C(Cl)Cl>[OH:5][CH:3]([CH2:4][O:24][CH2:6][CH2:7][CH2:8][CH2:9][CH2:10][CH2:11][CH2:12][CH2:13]/[CH:14]=[CH:15]\[CH2:16]/[CH:17]=[CH:18]\[CH2:19][CH2:20][CH2:21][CH2:22][CH3:23])[CH2:1][Br:2] |f:2.3|. Procedure details: A 500 ml round bottom flask was charged with epibromohydrin (5.8 g, 42 mmol), linoleyl alcohol (15 g, 56 mmol), a stir bar, and then flushed with nitrogen. Anhydrous DCM (250 ml) was added via cannula, followed by BF3.Et2O (0.53 ml, 4.2 mmol), and stirred at 40° C. for 3 hours. Progress of reaction was monitored by TLC to ensure no epoxide was remaining. The reaction mixture was transferred to a 500 ml separatory funnel with DCM (2×50 ml), washed with NaHCO3 (2×200 ml), water (200 ml), brine (20... Product: C(C1=CC=C(C(=O)O)C=C1)(=O)O (terephthalic acid). Procedure details: An aqueous solution of disodium terephthalate, passed through adsorption tower (4), was transferred to neutralization tank (5). Then, the solution was stirred by agitator (5a) in neutralization tank and added slowly with 97% sulfuric acid and incessantly until the pH of solution became 4.0. As a result of monitoring by SEM, the particle size of terephthalic acid formed from said neutralization process, its particle size (10 to 20 μm) was very small. Starting materials: C(C1=CC=C(C(=O)[O-])C=C1)(=O)[O-].[Na+].[Na+] (disodium terephthalate), ( 5a ), S(O)(O)(=O)=O (sulfuric acid), ( 4 ), ( 5 ). As a reaction SMILES: [C:1]([O-:12])(=[O:11])[C:2]1[CH:10]=[CH:9][C:5]([C:6]([O-:8])=[O:7])=[CH:4][CH:3]=1.[Na+].[Na+].S(=O)(=O)(O)O>>[C:1]([OH:12])(=[O:11])[C:2]1[CH:10]=[CH:9][C:5]([C:6]([OH:8])=[O:7])=[CH:4][CH:3]=1 |f:0.1.2|. The reactants are C1OC=2C=C(C=CC2O1)C1=C(C(NC2=CC=CC=C12)=O)C(=O)O (1,2-dihydro-4-(3,4-methylenedioxyphenyl)-2-oxo-3-quinoline carboxylic acid), polyphosphoric acid, ice water, example 1, P(=O)(Cl)(Cl)Cl (phosphorous oxychloride). Solvent: O1CCCC1 (tetrahydrofuran). Reaction conditions: temperature 90 celsius. The product is ClC1=NC2=CC=CC=C2C2=C1C(C1=CC3=C(C=C12)OCO3)=O (6-chloro-9,10-methylenedioxy-7H-indeno[2,1-c]quinoline-7-on). The yield is 59.9%. As a reaction SMILES: [CH2:1]1[O:9][C:8]2[CH:7]=[CH:6][C:5]([C:10]3[C:19]4[C:14](=[CH:15][CH:16]=[CH:17][CH:18]=4)[NH:13][C:12](=O)[C:11]=3[C:21](O)=[O:22])=[CH:4][C:3]=2[O:2]1.P(Cl)(Cl)([Cl:26])=O>O1CCCC1>[Cl:26][C:12]1[C:11]2[C:21](=[O:22])[C:6]3[C:5]([C:10]=2[C:19]2[C:14](=[CH:15][CH:16]=[CH:17][CH:18]=2)[N:13]=1)=[CH:4][C:3]1[O:2][CH2:1][O:9][C:8]=1[CH:7]=3. Reported procedure: A mixture of 1,2-dihydro-4-(3,4-methylenedioxyphenyl)-2-oxo-3-quinoline carboxylic acid obtained in reference example 1 (10 g, 32.3 mmol) and phosphorous oxychloride (100 ml, 1.07 mol) was refluxed with heat for 4 hours. The reaction mixture was distilled to dryness and washed with n-hexane several times. To the residue obtained was added 50 g of polyphosphoric acid, and the mixture was heated at 90° C. for 2 hours. The reaction mixture was poured into ice water to filtrate a crystal precipitate...